This data is from the Open Reaction Database (ORD), a public repository of structured organic reaction records. The task is: describe an organic reaction: reactants, conditions, products, and yield Reactants: Cl (hydrochloric acid), FC1=C(C=C(C(=C1)Cl)O)NC(OCC1=CC=CC=C1)=O (benzyl N-(2-fluoro-4-chloro-5-hydroxyphenyl)carbamate), C([O-])([O-])=O.[K+].[K+] (potassium carbonate), C1(=CC=C(C=C1)S(=O)(=O)OC1CCCC1)C (cyclopentyl p-toluenesulfonate). Run in CC(=O)C (acetone). The product is FC1=C(C=C(C(=C1)Cl)OC1CCCC1)NC(OCC1=CC=CC=C1)=O (benzyl N-(2-fluoro-4-chloro-5-cyclopentyloxyphenyl)carbamate). As a reaction SMILES: [F:1][C:2]1[CH:7]=[C:6]([Cl:8])[C:5]([OH:9])=[CH:4][C:3]=1[NH:10][C:11](=[O:20])[O:12][CH2:13][C:14]1[CH:19]=[CH:18][CH:17]=[CH:16][CH:15]=1.C(=O)([O-])[O-].[K+].[K+].C1(C)C=CC(S(O[CH:37]2[CH2:41][CH2:40][CH2:39][CH2:38]2)(=O)=O)=CC=1.Cl>CC(C)=O>[F:1][C:2]1[CH:7]=[C:6]([Cl:8])[C:5]([O:9][CH:37]2[CH2:41][CH2:40][CH2:39][CH2:38]2)=[CH:4][C:3]=1[NH:10][C:11](=[O:20])[O:12][CH2:13][C:14]1[CH:15]=[CH:16][CH:17]=[CH:18][CH:19]=1 |f:1.2.3|. Reported procedure: Then, benzyl N-(2-fluoro-4-chloro-5-hydroxyphenyl)carbamate (12.2 g, 41.3 mmol), potassium carbonate (5.97 g, 432.1 mmol), cyclopentyl p-toluenesulfonate (11.2 g, 46.4 mmol) and acetone (150 ml) as a solvent were charged into a 500 cc round-bottom Flask and heated for 9 hours while refluxing. After completion of the reaction, the reaction mixture was poured into 1N hydrochloric acid. After thoroughly stirring, the precipitated benzyl N-(2-fluoro-4-chloro-5-cyclopentyloxyphenyl)carbamate as a pal... The reactants are COC=1C2=C(C(=NC1)N1CCOCC1)SC(=N2)N (7-methoxy-4-morpholin-4-yl-thiazolo[5,4-c]pyridin-2-ylamine), N1CCOCC1 (morpholine), ClCC(=O)Cl (chloroacetyl chloride), C(C)N(C(C)C)C(C)C (N-ethyldiisopropylamine). Run in ClCCCl (1,2-dichloroethane), C1CCOC1 (THF). The product is COC=1C2=C(C(=NC1)N1CCOCC1)SC(=N2)NC(CN2CCOCC2)=O (N-(7-Methoxy-4-morpholin-4-yl-thiazolo[5,4-c]pyridin-2-yl)-2-morpholin-4-yl-acetamide). RXN SMILES: [CH3:1][O:2][C:3]1[C:4]2[N:17]=[C:16]([NH2:18])[S:15][C:5]=2[C:6]([N:9]2[CH2:14][CH2:13][O:12][CH2:11][CH2:10]2)=[N:7][CH:8]=1.Cl[CH2:20][C:21](Cl)=[O:22].C(N(C(C)C)C(C)C)C.[NH:33]1[CH2:38][CH2:37][O:36][CH2:35][CH2:34]1>ClCCCl.C1COCC1>[CH3:1][O:2][C:3]1[C:4]2[N:17]=[C:16]([NH:18][C:21](=[O:22])[CH2:20][N:33]3[CH2:38][CH2:37][O:36][CH2:35][CH2:34]3)[S:15][C:5]=2[C:6]([N:9]2[CH2:10][CH2:11][O:12][CH2:13][CH2:14]2)=[N:7][CH:8]=1. Reported procedure: From 7-methoxy-4-morpholin-4-yl-thiazolo[5,4-c]pyridin-2-ylamine with chloroacetyl chloride and N-ethyldiisopropylamine in 1,2-dichloroethane and THF; then subsequent treatment with morpholine. ES-MS m/e (%): 394 (M+H+, 100). Procedure details: A mixture of 2-acetylamino-5-chlorothiazole (1.76 g), 5-mercapto-1-methyl-1H-tetrazole (1.2 g) and potassium carbonate (2 g) in N,N-dimethylformamide (40 ml) was heated at 130° C. for 3 hours with stirring. The reaction mixture was concentrated under reduced pressure and the residue was triturated with water. The precipitates were collected by filtration, washed with water and dried in vacuo to give solid. The solid was subjected to column chromatography on silica gel (silica gel 60, 70-230 mesh... Run in CN(C=O)C (N,N-dimethylformamide). The product is C(C)(=O)NC=1SC(=CN1)SC1=NN=NN1C (2-acetylamino-5-(1-methyl-1H-tetrazol-5-ylthio)thiazole). Run at temperature 130 celsius. As a reaction SMILES: [C:1]([NH:4][C:5]1[S:6][C:7](Cl)=[CH:8][N:9]=1)(=[O:3])[CH3:2].[SH:11][C:12]1[N:16]([CH3:17])[N:15]=[N:14][N:13]=1.C(=O)([O-])[O-].[K+].[K+]>CN(C)C=O>[C:1]([NH:4][C:5]1[S:6][C:7]([S:11][C:12]2[N:16]([CH3:17])[N:15]=[N:14][N:13]=2)=[CH:8][N:9]=1)(=[O:3])[CH3:2] |f:2.3.4|. Isolated yield 82.2%. Reactants: C(C)(=O)NC=1SC(=CN1)Cl (2-acetylamino-5-chlorothiazole), SC1=NN=NN1C (5-mercapto-1-methyl-1H-tetrazole), C([O-])([O-])=O.[K+].[K+] (potassium carbonate). Reactants: COc1cc(N)ccc1-c1cnco1, O=C(Nc1cccc(CNC(=O)OC2CCOC2)c1)Oc1ccccc1. Yields the product COc1cc(NC(=O)Nc2cccc(CNC(=O)OC3CCOC3)c2)ccc1-c1cnco1. Reaction SMILES: [CH3:27][O:28][c:29]1[cH:30][c:31]([NH2:40])[cH:32][cH:33][c:34]1-[c:35]1[cH:36][n:37][cH:38][o:39]1.[c:1]1([O:2][C:8]([NH:9][c:10]2[cH:11][c:12]([CH2:16][NH:17][C:18](=[O:19])[O:20][CH:21]3[CH2:22][O:23][CH2:24][CH2:25]3)[cH:13][cH:14][cH:15]2)=[O:26])[cH:3][cH:4][cH:5][cH:6][cH:7]1>>[C:8]([NH:9][c:10]1[cH:11][c:12]([CH2:16][NH:17][C:18](=[O:19])[O:20][CH:21]2[CH2:22][O:23][CH2:24][CH2:25]2)[cH:13][cH:14][cH:15]1)(=[O:26])[NH:40][c:31]1[cH:30][c:29]([O:28][CH3:27])[c:34](-[c:35]2[cH:36][n:37][cH:38][o:39]2)[cH:33][cH:32]1. Starting materials: COC(=O)C=1C=C(C(=O)O)C=C(C1)[N+](=O)[O-] (3-(Methoxycarbonyl)-5-nitrobenzoic acid), O1CCCC1 (tetrahydrofuran), CO (methanol). The solvent is C(C)(=O)OCC (ethyl acetate). Reaction conditions: temperature 0 celsius. Yields the product OCC=1C=C(C(=O)OC)C=C(C1)[N+](=O)[O-] (Methyl 3-(hydroxymethyl)-5-nitrobenzoate). RXN SMILES: [CH3:1][O:2][C:3]([C:5]1[CH:6]=[C:7]([CH:11]=[C:12]([N+:14]([O-:16])=[O:15])[CH:13]=1)[C:8](O)=[O:9])=[O:4].O1CCCC1.CO>C(OCC)(=O)C>[OH:9][CH2:8][C:7]1[CH:6]=[C:5]([CH:13]=[C:12]([N+:14]([O-:16])=[O:15])[CH:11]=1)[C:3]([O:2][CH3:1])=[O:4]. Procedure: 3-(Methoxycarbonyl)-5-nitrobenzoic acid (20.0 g, 88.9 mmol) was combined with tetrahydrofuran (150 mL) and cooled to 0° C. To this solution was added a 1 M borane tetrahydrofuran complex (178 mL, 178 mmol) cautiously over 15 min and the reaction mixture allowed to warm to room temperature overnight. The mixture was cooled to 0° C., treated with excess methanol and concentrated in vacuo to afford to afford a precipitate which was dissolved in ethyl acetate, washed with concentrated sodium bicarbo... The product is C=CCN1CCN(CCCN)CC1. Reaction SMILES: [CH2:1]([CH:2]=[CH2:3])[N:4]1[CH2:5][CH2:6][N:7]([CH2:10][CH2:11][CH2:12][N:13]2[C:14](=[O:15])[c:16]3[cH:17][cH:18][cH:19][cH:20][c:21]3[C:22]2=[O:23])[CH2:8][CH2:9]1.[CH3:27][CH2:28][OH:29].[NH2:25][NH2:26].[OH2:24]>>[CH2:1]([CH:2]=[CH2:3])[N:4]1[CH2:5][CH2:6][N:7]([CH2:10][CH2:11][CH2:12][NH2:13])[CH2:8][CH2:9]1. The reactants are C=CCN1CCN(CCCN2C(=O)c3ccccc3C2=O)CC1, CCO, NN, O. The reactants are C(C)OC(CCN1C=CC2=C(CC1=O)C=C(C(=C2)OC)OC)OCC (3-(7,8-dimethoxy-1,3-dihydro-2H-3-benzazepin-2-on-3-yl)-propionaldehyde diethylacetal). Run at temperature 40 celsius. Product: COC1=CC2=C(CC(N(C=C2)CCC=O)=O)C=C1OC (3-(7,8-Dimethoxy-1,3-dihydro-2H-3-benzazepin-2-on-3-yl)-propionaldehyde). Reported procedure: Here, 3-(7,8-dimethoxy-1,3-dihydro-2H-3-benzazepin-2-on-3-yl)-propionaldehyde diethylacetal (3.5 g, 0.01 mol) is heated to 40° C. for 2 hours in 2N sulphuric acid (50 ml) and ethanol (50 ml). The alcohol is distilled off in vacuo, the residue is made alkaline with saturated potassium carbonate solution while cooling and extracted several times with ethyl acetate. The ethyl acetate extract is extracted twice with 5% sodium hydrogen sulfate solution. The bisulphate extract is acidified with concen... Solvent: S(O)(O)(=O)=O (sulphuric acid), C(C)O (ethanol). RXN SMILES: C([O:3][CH:4](OCC)[CH2:5][CH2:6][N:7]1[C:13](=[O:14])[CH2:12][C:11]2[CH:15]=[C:16]([O:21][CH3:22])[C:17]([O:19][CH3:20])=[CH:18][C:10]=2[CH:9]=[CH:8]1)C>S(=O)(=O)(O)O.C(O)C>[CH3:20][O:19][C:17]1[C:16]([O:21][CH3:22])=[CH:15][C:11]2[CH2:12][C:13](=[O:14])[N:7]([CH2:6][CH2:5][CH:4]=[O:3])[CH:8]=[CH:9][C:10]=2[CH:18]=1. The reactants are BrC=1C=C2CCC(CC2=CC1)=O (6-bromo-3,4-dihydro-1H-naphthalen-2-one), Cl.NO (hydroxylamine hydrochloride), CC(=O)[O-].[Na+] (NaOAc). Solvent: CCO (EtOH), O (H2O). Product: BrC=1C=C2CCC(CC2=CC1)=NO (6-bromo-3,4-dihydro-1H-naphthalen-2-one oxime). RXN SMILES: [Br:1][C:2]1[CH:3]=[C:4]2[C:9](=[CH:10][CH:11]=1)[CH2:8][C:7](=O)[CH2:6][CH2:5]2.Cl.[NH2:14][OH:15].CC([O-])=O.[Na+]>CCO.O>[Br:1][C:2]1[CH:3]=[C:4]2[C:9](=[CH:10][CH:11]=1)[CH2:8][C:7](=[N:14][OH:15])[CH2:6][CH2:5]2 |f:1.2,3.4|. Reported procedure: To a mixture of 6-bromo-3,4-dihydro-1H-naphthalen-2-one (5.370 g, 23.86 mmol) and hydroxylamine hydrochloride (2.487 g, 35.79 mmol) in EtOH (80 mL) was added a solution of NaOAc (5.871 g, 71.57 mmol) in H2O (20 mL). The mixture was heated to reflux for 2 h. The reaction was cooled to RT and concentrated in vacuo. The residue was suspended in H2O and filtered. The pad was washed with H2O (2×50 mL) and Et2O (2×50 mL) and the solids were dried in vacuo to furnish the title compound, which was used ... Reactants: NC(CCCC(=O)OC)C1=C(C=CC=C1OC)OC (methyl 5-amino-5-(2,6-dimethoxyphenyl)pentanoate), S1C(=NC=C1)C=1C=C(C=O)C=CC1 (3-(thiazol-2-yl)benzaldehyde). The product is COC1=C(C(=CC=C1)OC)C1CCCC(N1CC1=CC(=CC=C1)C=1SC=CN1)=O (6-(2,6-dimethoxyphenyl)-1-(3-(thiazol-2-yl)benzyl)piperidin-2-one). Reaction SMILES: [NH2:1][CH:2]([C:10]1[C:15]([O:16][CH3:17])=[CH:14][CH:13]=[CH:12][C:11]=1[O:18][CH3:19])[CH2:3][CH2:4][CH2:5][C:6]([O:8]C)=O.[S:20]1[CH:24]=[CH:23][N:22]=[C:21]1[C:25]1[CH:26]=[C:27]([CH:30]=[CH:31][CH:32]=1)[CH:28]=O>>[CH3:19][O:18][C:11]1[CH:12]=[CH:13][CH:14]=[C:15]([O:16][CH3:17])[C:10]=1[CH:2]1[N:1]([CH2:28][C:27]2[CH:30]=[CH:31][CH:32]=[C:25]([C:21]3[S:20][CH:24]=[CH:23][N:22]=3)[CH:26]=2)[C:6](=[O:8])[CH2:5][CH2:4][CH2:3]1. Reported procedure: Prepared according to the described general procedure 1 (GP1) by reaction of methyl 5-amino-5-(2,6-dimethoxyphenyl)pentanoate with commercially available 3-(thiazol-2-yl)benzaldehyde. Subsequent purification by preparative HPLC afforded the target compound. LC-MS (conditions A): tR=0.82 min.; [M+H]+: 409.14 g/mol. Starting materials: C(C)OC(C1=CC=C(C=C1)OC1=NC=CN=C1Cl)=O (4-(3-Chloro-pyrazin-2-yloxy)-benzoic acid ethyl ester), C(C)(C)(C)OC(=O)N1C=NC2=C1C=C(C=C2)F (6-fluoro benzoimidazole-1-carboxylic acid tert-butyl ester), [Li+].C[Si](C)(C)[N-][Si](C)(C)C (LiHMDS). The solvent is C1CCOC1 (THF). Run at time 3.5 hour. Yields the product ClC=1C(=NC=CN1)OC1=CC=C(C=C1)C(=O)C1=NC2=C(N1)C=C(C=C2)F ([4-(3-CHLORO-PYRAZIN-2-YLOXY)-PHENYL]-(6-FLUORO-1H-BENZOIMIDAZOL-2-YL)-METHANONE). Reaction SMILES: C(O[C:4](=[O:19])[C:5]1[CH:10]=[CH:9][C:8]([O:11][C:12]2[C:17]([Cl:18])=[N:16][CH:15]=[CH:14][N:13]=2)=[CH:7][CH:6]=1)C.C(OC([N:27]1[C:31]2[CH:32]=[C:33]([F:36])[CH:34]=[CH:35][C:30]=2[N:29]=[CH:28]1)=O)(C)(C)C.[Li+].C[Si]([N-][Si](C)(C)C)(C)C>C1COCC1>[Cl:18][C:17]1[C:12]([O:11][C:8]2[CH:7]=[CH:6][C:5]([C:4]([C:28]3[NH:27][C:31]4[CH:32]=[C:33]([F:36])[CH:34]=[CH:35][C:30]=4[N:29]=3)=[O:19])=[CH:10][CH:9]=2)=[N:13][CH:14]=[CH:15][N:16]=1 |f:2.3|. Reported procedure: A solution of 4-(3-Chloro-pyrazin-2-yloxy)-benzoic acid ethyl ester (20 g, 84.7 mmol) and 6-fluoro benzoimidazole-1-carboxylic acid tert-butyl ester (21.2 g, 76.3 mmol) in freshly dried THF (150 mL) was cooled to −78° C. LiHMDS (106 mL, 106 mmol) was added slowly to it over 1.2 h. The reaction mixture was stirred at the same temperature for 3.5 h. The reaction was brought to −20° C. and slowly quenched with addition of 2N HCl until pH 3-4. The resulting mixture was stirred at RT for 1 h, extract...